From a dataset of the Open Reaction Database (ORD), a public repository of structured organic reaction records. describe an organic reaction: reactants, conditions, products, and yield Reactants: C(=O)(Cl)Cl (Phosgene), NC1=C(C(=O)O)C=CC(=C1)Br (2-Amino-4-bromobenzoic acid). Run in C1CCOC1 (THF), Cl (HCl). Reaction conditions: time 2 hour. Product: BrC1=CC2=C(C(OC(N2)=O)=O)C=C1 (7-Bromo-2H-3,1-benzoxazine-2,4(1H)-dione). As a reaction SMILES: [C:1](Cl)(Cl)=[O:2].[NH2:5][C:6]1[CH:14]=[C:13]([Br:15])[CH:12]=[CH:11][C:7]=1[C:8]([OH:10])=[O:9]>C1COCC1.Cl>[Br:15][C:13]1[CH:12]=[CH:11][C:7]2[C:8](=[O:10])[O:9][C:1](=[O:2])[NH:5][C:6]=2[CH:14]=1. Procedure: Phosgene (1.9 M in toluene, 18.4 mL, 35 mmol) was added dropwise over 1 h to a solution of 2-amino-4-bromobenzoic acid from Step A (2.5 g, 11.7 mmol) in THF (30 mL) and 1 N HCl (20 mL). After 2 h, the precipitate was collected by filtration, washed with H2O, then ethyl acetate, and dried in vacuo to give the title compound. MS: m/z=242 (M+1).